Dataset: the Open Reaction Database (ORD), a public repository of structured organic reaction records. Task: describe an organic reaction: reactants, conditions, products, and yield Starting materials: CS(=O)(=O)Cl, Cl, Nc1cccc([N+](=O)[O-])c1, c1ccncc1. Product: CS(=O)(=O)Nc1cccc([N+](=O)[O-])c1. As a reaction SMILES: [CH3:11][S:12]([Cl:13])(=[O:14])=[O:15].[ClH:16].[N+:1](=[O:2])([O-:3])[c:4]1[cH:5][c:6]([NH2:7])[cH:8][cH:9][cH:10]1.[cH:17]1[cH:18][cH:19][n:20][cH:21][cH:22]1>>[N+:1](=[O:2])([O-:3])[c:4]1[cH:5][c:6]([NH:7][S:12]([CH3:11])(=[O:14])=[O:15])[cH:8][cH:9][cH:10]1. The reactants are Cl (HCl), [Mg] (magnesium), C(CC)[Si](OC)(OC)OC (propyl-trimethoxysilane), BrC1=C(C=CC=C1C)C (2-Bromo-m-xylene). The solvent is CCOCC (ether). Reaction conditions: time 18 hour. The product is CC1=C(C(=CC=C1)C)[Si](OC)(OC)CCC ((2,6-dimethylphenyl)-propyl-dimethoxysilane). Isolated yield 41.2%. RXN SMILES: [Mg].Br[C:3]1[C:8]([CH3:9])=[CH:7][CH:6]=[CH:5][C:4]=1[CH3:10].[CH2:11]([Si:14](OC)([O:17][CH3:18])[O:15][CH3:16])[CH2:12][CH3:13].Cl>CCOCC>[CH3:10][C:4]1[CH:5]=[CH:6][CH:7]=[C:8]([CH3:9])[C:3]=1[Si:14]([CH2:11][CH2:12][CH3:13])([O:17][CH3:18])[O:15][CH3:16]. Procedure details: A 500 mL round bottomed flask was charged with magnesium powder (2.1 g, 86 mmol, Aldrich) and ether (250 mL, Aldrich). 2-Bromo-m-xylene (9.0 mL, 68 mmol, Aldrich) was added over a 25 minute period. The contents were refluxed overnight (18 hours). The brown solution was cooled to room temperature and propyl-trimethoxysilane (17.8 mL, 101 mmol) was added over 20 minutes. A white precipitate formed. The contents were stirred at room temperature overnight (18 hours). The reaction was poured into 0.2...